This data is from the Open Reaction Database (ORD), a public repository of structured organic reaction records. The task is: describe an organic reaction: reactants, conditions, products, and yield Reactants: Cl.[N+](=O)([O-])C=1C=CC=2CC3N(CC2C1)CCC3 (7-nitro-1,2,3,5,10,10a-hexahydropyrrolo[1,2-b]isoquinoline hydrochloride). Reagents/catalysts: [Pd] (Pd/C). Run in CO (methanol). Reaction conditions: time 2 hour. The product is Cl.C1CCN2CC=3C=C(C=CC3CC21)N (1,2,3,5,10,10a-Hexahydropyrrolo[1,2-b]isoquinolin-7-amine hydrochloride). Isolated yield 100.6%. Reaction SMILES: [ClH:1].[N+:2]([C:5]1[CH:6]=[CH:7][C:8]2[CH2:9][CH:10]3[CH2:17][CH2:16][CH2:15][N:11]3[CH2:12][C:13]=2[CH:14]=1)([O-])=O>CO.[Pd]>[ClH:1].[CH2:17]1[CH:10]2[N:11]([CH2:12][C:13]3[CH:14]=[C:5]([NH2:2])[CH:6]=[CH:7][C:8]=3[CH2:9]2)[CH2:15][CH2:16]1 |f:0.1,4.5|. Procedure: To a suspension of 7-nitro-1,2,3,5,10,10a-hexahydropyrrolo[1,2-b]isoquinoline hydrochloride (2.14 g, 8.40 mmol) in methanol (150 ml) was added 10% Pd/C (0.2 g) and the reaction mixture was hydrogenated at 50 psi for 2 h. The solution was filtered and the catalyst was washed with water to dissolve some precipitated product. The filtrate was concentrated and absolute ethanol was used to help evaporate the excess water. The resulting solid was dissolved in hot ethanol (50 ml) and ether was added to... Reactants: C(C=C)C1=C(C(=CC=C1)CC=C)O (2,6-Diallylphenol), ClC(=O)OC (Methyl chloroformate), phenol-amine. Solvent: 1,2-dichloromethane, C(C)N(CC)CC (triethylamine), 1,2-dichloromethane. Product: C(OC1=C(C=CC=C1CC=C)CC=C)(OC)=O (2,6-diallylphenyl methyl carbonate). Reaction SMILES: [CH2:1]([C:4]1[CH:9]=[CH:8][CH:7]=[C:6]([CH2:10][CH:11]=[CH2:12])[C:5]=1[OH:13])[CH:2]=[CH2:3].Cl[C:15]([O:17][CH3:18])=[O:16]>C(N(CC)CC)C>[C:15](=[O:16])([O:17][CH3:18])[O:13][C:5]1[C:4]([CH2:1][CH:2]=[CH2:3])=[CH:9][CH:8]=[CH:7][C:6]=1[CH2:10][CH:11]=[CH2:12]. Procedure details: 2,6-Diallylphenol (3.48, 0.02 mol) and triethylamine (4 ml) was diluted with 1,2-dichloromethane (50 ml). Methyl chloroformate (2.00 gm, 0.027 mol) was diluted with 1,2-dichloromethane (10 ml) and added drop wise to the phenol-amine solution. After the addition was complete, the reaction was refluxed for 1 hr, cooled and poured onto water. The organic layer was washed with water (2×) dried over MgSO4 and evaporated to give 2,6-diallylphenyl methyl carbonate. MS m/z 232 (M+ calcd for C15H16O3=232... Reactants: CN(C)CN(C)C, CC(=O)OC(C)=O, O=C1CC(c2cccc([N+](=O)[O-])c2)Oc2ccccc21. Product: C=C1C(=O)c2ccccc2OC1c1cccc([N+](=O)[O-])c1. RXN SMILES: [CH3:21][N:22]([CH2:23][N:24]([CH3:25])[CH3:26])[CH3:27].[CH3:28][C:29]([O:30][C:31](=[O:32])[CH3:33])=[O:34].[N+:1](=[O:2])([O-:3])[c:4]1[cH:5][c:6]([CH:7]2[O:8][c:9]3[cH:10][cH:11][cH:12][cH:13][c:14]3[C:15](=[O:17])[CH2:16]2)[cH:18][cH:19][cH:20]1>>[N+:1](=[O:2])([O-:3])[c:4]1[cH:5][c:6]([CH:7]2[O:8][c:9]3[cH:10][cH:11][cH:12][cH:13][c:14]3[C:15](=[O:17])[C:16]2=[CH2:21])[cH:18][cH:19][cH:20]1. The reactants are CCOC(=O)C (EtOAc), C(=O)([O-])[O-].[K+].[K+] (K2CO3), CS(=O)(=O)OC1CCN(CC1)C(=O)OC(C)(C)C (tert-butyl 4-(methylsulfonyloxy)piperidine-1-carboxylate), ClC=1C=C(C=CC1Cl)N1N=C(C(=CC1=O)O)C(=O)OC (methyl 1-(3,4-dichlorophenyl)-4-hydroxy-6-oxo-1,6-dihydropyridazine-3-carboxylate). Run in O (water), CN(C)C=O (DMF). Conditions: temperature 95 celsius. Yields the product C(C)(C)(C)OC(=O)N1CCC(CC1)OC=1C(=NN(C(C1)=O)C1=CC(=C(C=C1)Cl)Cl)C(=O)OC (methyl 4-(1-(tert-butoxycarbonyl)piperidin-4-yloxy)-1-(3,4-dichlorophenyl)-6-oxo-1,6-dihydropyridazine-3-carboxylate). The yield is 14.4%. RXN SMILES: [Cl:1][C:2]1[CH:3]=[C:4]([N:9]2[C:14](=[O:15])[CH:13]=[C:12]([OH:16])[C:11]([C:17]([O:19][CH3:20])=[O:18])=[N:10]2)[CH:5]=[CH:6][C:7]=1[Cl:8].C([O-])([O-])=O.[K+].[K+].CS(O[CH:32]1[CH2:37][CH2:36][N:35]([C:38]([O:40][C:41]([CH3:44])([CH3:43])[CH3:42])=[O:39])[CH2:34][CH2:33]1)(=O)=O.CCOC(C)=O>CN(C=O)C.O>[C:41]([O:40][C:38]([N:35]1[CH2:36][CH2:37][CH:32]([O:16][C:12]2[C:11]([C:17]([O:19][CH3:20])=[O:18])=[N:10][N:9]([C:4]3[CH:5]=[CH:6][C:7]([Cl:8])=[C:2]([Cl:1])[CH:3]=3)[C:14](=[O:15])[CH:13]=2)[CH2:33][CH2:34]1)=[O:39])([CH3:44])([CH3:42])[CH3:43] |f:1.2.3|. Procedure details: To a mixture of methyl 1-(3,4-dichlorophenyl)-4-hydroxy-6-oxo-1,6-dihydropyridazine-3-carboxylate (315 mg, 1.0 mmol) in DMF (3 mL) at room temperature under argon was added K2CO3 (415 mg, 3.0 mmol) and tert-butyl 4-(methylsulfonyloxy)piperidine-1-carboxylate (419 mg, 1.5 mmol). The reaction mixture was heated at 95° C. overnight. EtOAc (20 mL) and water (20 mL) were added to the reaction mixture. Layers were separated. Organic layer were washed with water (15 mL), and brine (15 mL). Organic phas... Reactants: CC1(C)COB(c2ccc(C(=O)O)s2)OC1, COCCOC, COc1nc(Cl)cc(NCCc2ccc(Cl)cc2Cl)n1, [Cs+], [F-], O, [Pd], c1ccc(P(c2ccccc2)c2ccccc2)cc1, c1ccc(P(c2ccccc2)c2ccccc2)cc1, c1ccc(P(c2ccccc2)c2ccccc2)cc1, c1ccc(P(c2ccccc2)c2ccccc2)cc1. The product is COc1nc(NCCc2ccc(Cl)cc2Cl)cc(-c2ccc(C(=O)O)s2)n1. RXN SMILES: [CH3:21][C:22]1([CH3:23])[CH2:24][O:25][B:26]([c:28]2[cH:29][cH:30][c:31]([C:33](=[O:34])[OH:35])[s:32]2)[O:27][CH2:36]1.[CH3:40][O:41][CH2:42][CH2:43][O:44][CH3:45].[Cl:1][c:2]1[cH:3][c:4]([NH:10][CH2:11][CH2:12][c:13]2[c:14]([Cl:20])[cH:15][c:16]([Cl:19])[cH:17][cH:18]2)[n:5][c:6]([O:8][CH3:9])[n:7]1.[Cs+:38].[F-:37].[OH2:39].[Pd:46].[c:104]1([P:105]([c:106]2[cH:107][cH:108][cH:109][cH:110][cH:111]2)[c:112]2[cH:113][cH:114][cH:115][cH:116][cH:117]2)[cH:118][cH:119][cH:120][cH:121][cH:122]1.[c:47]1([P:48]([c:49]2[cH:50][cH:51][cH:52][cH:53][cH:54]2)[c:55]2[cH:56][cH:57][cH:58][cH:59][cH:60]2)[cH:61][cH:62][cH:63][cH:64][cH:65]1.[c:66]1([P:67]([c:68]2[cH:69][cH:70][cH:71][cH:72][cH:73]2)[c:74]2[cH:75][cH:76][cH:77][cH:78][cH:79]2)[cH:80][cH:81][cH:82][cH:83][cH:84]1.[c:85]1([P:86]([c:87]2[cH:88][cH:89][cH:90][cH:91][cH:92]2)[c:93]2[cH:94][cH:95][cH:96][cH:97][cH:98]2)[cH:99][cH:100][cH:101][cH:102][cH:103]1>>[c:2]1(-[c:28]2[cH:29][cH:30][c:31]([C:33](=[O:34])[OH:35])[s:32]2)[cH:3][c:4]([NH:10][CH2:11][CH2:12][c:13]2[c:14]([Cl:20])[cH:15][c:16]([Cl:19])[cH:17][cH:18]2)[n:5][c:6]([O:8][CH3:9])[n:7]1.